Dataset: the Open Reaction Database (ORD), a public repository of structured organic reaction records. Task: describe an organic reaction: reactants, conditions, products, and yield Starting materials: O=C(Nc1ccc(Cl)c(-c2ccccn2)c1)c1ccc(CBr)cc1, c1nc[nH]n1. Product: O=C(Nc1ccc(Cl)c(-c2ccccn2)c1)c1ccc(Cn2cncn2)cc1. RXN SMILES: [Br:1][CH2:2][c:3]1[cH:4][cH:5][c:6]([C:7](=[O:8])[NH:9][c:10]2[cH:11][c:12](-[c:17]3[n:18][cH:19][cH:20][cH:21][cH:22]3)[c:13]([Cl:16])[cH:14][cH:15]2)[cH:23][cH:24]1.[nH:25]1[n:26][cH:27][n:28][cH:29]1>>[CH2:2]([c:3]1[cH:4][cH:5][c:6]([C:7](=[O:8])[NH:9][c:10]2[cH:11][c:12](-[c:17]3[n:18][cH:19][cH:20][cH:21][cH:22]3)[c:13]([Cl:16])[cH:14][cH:15]2)[cH:23][cH:24]1)[n:25]1[n:26][cH:27][n:28][cH:29]1. The reactants are C(=O)C=1C(=C2N(N=CC(=C2NC2=CC=C(C=C2)OC2=CC=CC=C2)C#N)C1)C (6-formyl-5-methyl-4-(4-phenoxy-phenylamino)-pyrrolo[1,2-b]pyridazine-3-carbonitrile), NO (H2NOH). Solvent: O (H2O), CO (MeOH). Conditions: time 8 hour. The product is ON=CC=1C(=C2N(N=CC(=C2NC2=CC=C(C=C2)OC2=CC=CC=C2)C#N)C1)C (6-(Hydroxyimino-methyl)-5-methyl-4-(4-phenoxy-phenylamino)-pyrrolo[1,2-b]pyridazine-3-carbonitrile). The yield is 78.2%. As a reaction SMILES: [CH:1]([C:3]1[C:4]([CH3:28])=[C:5]2[C:10]([NH:11][C:12]3[CH:17]=[CH:16][C:15]([O:18][C:19]4[CH:24]=[CH:23][CH:22]=[CH:21][CH:20]=4)=[CH:14][CH:13]=3)=[C:9]([C:25]#[N:26])[CH:8]=[N:7][N:6]2[CH:27]=1)=O.[NH2:29][OH:30]>CO.O>[OH:30][N:29]=[CH:1][C:3]1[C:4]([CH3:28])=[C:5]2[C:10]([NH:11][C:12]3[CH:17]=[CH:16][C:15]([O:18][C:19]4[CH:24]=[CH:23][CH:22]=[CH:21][CH:20]=4)=[CH:14][CH:13]=3)=[C:9]([C:25]#[N:26])[CH:8]=[N:7][N:6]2[CH:27]=1. Procedure: To a slurry of 6-formyl-5-methyl-4-(4-phenoxy-phenylamino)-pyrrolo[1,2-b]pyridazine-3-carbonitrile (Example 8) (37 mg, 0.1 mmol) in MeOH (1 ml) was added H2NOH (50% wt. in H2O, 14 μl 0.2 mmol) at rt. The heterogeneous mixture was stirred overnight, then diluted with H2O (5 ml) and filtered, the solid was dissolved in MeOH, which was concentrated to give title compound (30 mg, 78%) as a yellow powder. It has a retention time of 6.18 min (standard LCl method, 8 min run). MS Found: (M+H)+=384.2